From a dataset of the Open Reaction Database (ORD), a public repository of structured organic reaction records. describe an organic reaction: reactants, conditions, products, and yield Reactants: CCCC[Sn](Cl)(CCCC)CCCC, C1CCOC1, [Li]C(C)CC, O, c1coc(C2OCCCO2)c1. Product: CCCC[Sn](CCCC)(CCCC)c1ccc(C2OCCCO2)o1. Reaction SMILES: [CH2:17]([CH2:18][CH2:19][CH3:20])[Sn:21]([CH2:22][CH2:23][CH2:24][CH3:25])([CH2:26][CH2:27][CH2:28][CH3:29])[Cl:30].[CH2:32]1[O:33][CH2:34][CH2:35][CH2:36]1.[CH:1]([Li:2])([CH2:3][CH3:4])[CH3:5].[OH2:31].[o:6]1[c:7]([CH:11]2[O:12][CH2:13][CH2:14][CH2:15][O:16]2)[cH:8][cH:9][cH:10]1>>[o:6]1[c:7]([CH:11]2[O:12][CH2:13][CH2:14][CH2:15][O:16]2)[cH:8][cH:9][c:10]1[Sn:21]([CH2:17][CH2:18][CH2:19][CH3:20])([CH2:22][CH2:23][CH2:24][CH3:25])[CH2:26][CH2:27][CH2:28][CH3:29]. Reactants: CC(C)(C)OC(=O)N1CC(NC(=O)CNc2noc3ccc(C(F)(F)F)cc23)C1, ClCCl, O=C(O)C(F)(F)F. Yields the product O=C(O)C(F)(F)F, O=C(CNc1noc2ccc(C(F)(F)F)cc12)NC1CNC1. As a reaction SMILES: [C:1]([O:2][C:3](=[O:4])[N:8]1[CH2:9][CH:10]([NH:12][C:13]([CH2:14][NH:15][c:16]2[n:17][o:18][c:19]3[c:20]2[cH:21][c:22]([C:25]([F:26])([F:27])[F:28])[cH:23][cH:24]3)=[O:29])[CH2:11]1)([CH3:5])([CH3:6])[CH3:7].[Cl:37][CH2:38][Cl:39].[F:30][C:31]([C:32](=[O:33])[OH:34])([F:35])[F:36]>>[F:30][C:31]([C:32](=[O:33])[OH:34])([F:35])[F:36].[NH:8]1[CH2:9][CH:10]([NH:12][C:13]([CH2:14][NH:15][c:16]2[n:17][o:18][c:19]3[c:20]2[cH:21][c:22]([C:25]([F:26])([F:27])[F:28])[cH:23][cH:24]3)=[O:29])[CH2:11]1. The reactants are CC(C)(C)OC(=O)NCC(C(=O)O)c1ccsc1, ClCCCl, CN(C)c1ccncc1, Nc1ccc2cnccc2c1, c1ccncc1. Yields the product CC(C)(C)OC(=O)NCC(C(=O)Nc1ccc2cnccc2c1)c1ccsc1. As a reaction SMILES: [C:1]([CH3:2])([CH3:3])([CH3:4])[O:5][C:6](=[O:7])[NH:8][CH2:9][CH:10]([C:11](=[O:12])[OH:13])[c:14]1[cH:15][s:16][cH:17][cH:18]1.[CH2:19]([Cl:20])[CH2:21][Cl:22].[CH3:40][N:41]([c:42]1[cH:43][cH:44][n:45][cH:46][cH:47]1)[CH3:48].[NH2:23][c:24]1[cH:25][c:26]2[cH:27][cH:28][n:29][cH:30][c:31]2[cH:32][cH:33]1.[cH:34]1[cH:35][cH:36][n:37][cH:38][cH:39]1>>[C:1]([CH3:2])([CH3:3])([CH3:4])[O:5][C:6](=[O:7])[NH:8][CH2:9][CH:10]([C:11](=[O:13])[NH:23][c:24]1[cH:25][c:26]2[cH:27][cH:28][n:29][cH:30][c:31]2[cH:32][cH:33]1)[c:14]1[cH:15][s:16][cH:17][cH:18]1.